This data is from the Open Reaction Database (ORD), a public repository of structured organic reaction records. The task is: describe an organic reaction: reactants, conditions, products, and yield The reactants are Cc1cc(Cl)ccc1N, O=C(NCC1CCC1)c1cnc(Cl)nc1C(F)(F)F, C1COCCO1. The product is Cc1cc(Cl)ccc1Nc1ncc(C(=O)NCC2CCC2)c(C(F)(F)F)n1. RXN SMILES: [CH3:20][c:21]1[c:22]([NH2:23])[cH:24][cH:25][c:26]([Cl:28])[cH:27]1.[CH:1]1([CH2:5][NH:6][C:7](=[O:8])[c:9]2[c:10]([C:16]([F:17])([F:18])[F:19])[n:11][c:12]([Cl:15])[n:13][cH:14]2)[CH2:2][CH2:3][CH2:4]1.[O:29]1[CH2:30][CH2:31][O:32][CH2:33][CH2:34]1>>[CH:1]1([CH2:5][NH:6][C:7](=[O:8])[c:9]2[c:10]([C:16]([F:17])([F:18])[F:19])[n:11][c:12]([NH:23][c:22]3[c:21]([CH3:20])[cH:27][c:26]([Cl:28])[cH:25][cH:24]3)[n:13][cH:14]2)[CH2:2][CH2:3][CH2:4]1. The reactants are FC1=CC=C(C=C1)NC(=O)C=1C=NC(=NC1)S(=O)[O-].[Na+] (sodium 5-(4-fluorophenylcarbamoyl)pyrimidine-2-sulfinate), BrCC(=O)C1=CC=CC=C1 (2-bromoacetophenone), CN(C)C=O (DMF). The solvent is C(C)(=O)OCC (ethyl acetate), CCCCCC (hexane). Reaction conditions: time 3 day. Product: FC1=CC=C(C=C1)NC(=O)C=1C(=NC(=NC1)S(=O)(=O)CC(C1=CC=CC=C1)=O)C (4-Methyl-2-(2-oxo-2-phenylethanesulfonyl)pyrimidine-5-carboxylic acid (4-fluorophenyl)amide). Yield: 27.0%. Reaction SMILES: [F:1][C:2]1[CH:7]=[CH:6][C:5]([NH:8][C:9]([C:11]2[CH:12]=[N:13][C:14]([S:17]([O-:19])=[O:18])=[N:15][CH:16]=2)=[O:10])=[CH:4][CH:3]=1.[Na+].Br[CH2:22][C:23]([C:25]1[CH:30]=[CH:29][CH:28]=[CH:27][CH:26]=1)=[O:24].[CH3:31]N(C=O)C>C(OCC)(=O)C.CCCCCC>[F:1][C:2]1[CH:7]=[CH:6][C:5]([NH:8][C:9]([C:11]2[C:12]([CH3:31])=[N:13][C:14]([S:17]([CH2:22][C:23](=[O:24])[C:25]3[CH:30]=[CH:29][CH:28]=[CH:27][CH:26]=3)(=[O:19])=[O:18])=[N:15][CH:16]=2)=[O:10])=[CH:4][CH:3]=1 |f:0.1|. Reported procedure: A solution of sodium 5-(4-fluorophenylcarbamoyl)pyrimidine-2-sulfinate (76 mg, 0.24 mmol) in 2 mL of DMF was treated with 2-bromoacetophenone (48 mg, 0.24 mmol) and stirred at ambient temperature for 3 days. The solution was then diluted with 15 mL ethyl acetate and 5 mL hexane and sequentially washed with 2×5 mL portions of 0.1 M HCl and 5 mL of water. The organic phase was dried using Na2SO4, concentrated and the resultant oil chromatographed through SiO2 (2–5% MeOH/dichloromethane). Recrystal...